Task: describe an organic reaction: reactants, conditions, products, and yield. Dataset: the Open Reaction Database (ORD), a public repository of structured organic reaction records Starting materials: ClCCC1=C(N=C2N(C1=O)C(=CC=C2)C)C (3-(2-chloroethyl)-2,6-dimethy-4H-pyrido[1,2-a]pyrimidin-4-one), ClC=1C=C(C=CC1)N1CCNCC1 (1-(m-chlorophenyl)piperazine). Solvent: C1(=CC=CC=C1)C (toluene). Product: ClC=1C=C(C=CC1)N1CCN(CC1)CCC1=C(N=C2N(C1=O)C(=CC=C2)C)C (3-[2-(4-m-Chlorophenyl-1-piperazinyl)ethyl]-2,6-dimethyl-4H-pyrido[1,2-a]pyrimidin-4-one). Yield: 34.8%. RXN SMILES: Cl[CH2:2][CH2:3][C:4]1[C:9](=[O:10])[N:8]2[C:11]([CH3:15])=[CH:12][CH:13]=[CH:14][C:7]2=[N:6][C:5]=1[CH3:16].[Cl:17][C:18]1[CH:19]=[C:20]([N:24]2[CH2:29][CH2:28][NH:27][CH2:26][CH2:25]2)[CH:21]=[CH:22][CH:23]=1>C1(C)C=CC=CC=1>[Cl:17][C:18]1[CH:19]=[C:20]([N:24]2[CH2:29][CH2:28][N:27]([CH2:2][CH2:3][C:4]3[C:9](=[O:10])[N:8]4[C:11]([CH3:15])=[CH:12][CH:13]=[CH:14][C:7]4=[N:6][C:5]=3[CH3:16])[CH2:26][CH2:25]2)[CH:21]=[CH:22][CH:23]=1. Reported procedure: A mixture of 2.4 g of 3-(2-chloroethyl)-2,6-dimethy-4H-pyrido[1,2-a]pyrimidin-4-one, 5.9 g of 1-(m-chlorophenyl)piperazine and 25 ml of toluene was refluxed with heating for 30 hours. The reaction mixture was then treated in the same manner as in Example 1, and the obtained crude crystals were recrystallized from isopropyl alcohol to give 1.4 g of the desired compound as pale yellow needles, m.p. 116.5° - 117.5°C. The reactants are BrN1C(CCC1=O)=O (N-bromosuccinimide), C(#N)C1=C(C=CC=C1)O (2-cyanophenol), CCOCC (Et2O), [H+].[B-](F)(F)(F)F (HBF4). Solvent: CC#N (MeCN). Run at time 4 hour. The product is OC1=C(C#N)C=C(C=C1)Br (2-Hydroxy-5-bromobenzonitrile). As a reaction SMILES: [C:1]([C:3]1[CH:8]=[CH:7][CH:6]=[CH:5][C:4]=1[OH:9])#[N:2].[H+].[B-](F)(F)(F)F.CCOCC.[Br:21]N1C(=O)CCC1=O>CC#N>[OH:9][C:4]1[CH:5]=[CH:6][C:7]([Br:21])=[CH:8][C:3]=1[C:1]#[N:2] |f:1.2|. Procedure: To a stirred, cooled (−20° C.) solution of 2-cyanophenol (30 g, 252 mmole) in dried MeCN (400 mL) was added HBF4.Et2O (45 g, 277.1 mmole), and N-bromosuccinimide (53.8 g, 302.3 mmole). After addition was completed, the mixture was warmed to RT, and stirred in 4 h. The mixture was cooled and quenched by 50% aqueous NaHSO3. The mixture was concentrated to removed excess of MeCN. The off-white solid thus obtained was filtered and dried by air (42.4 g, 85%). 1H-NMR (300 MHz, DMSO-d6): δ6.99 (d, J=8.... Reactants: [N+](=O)([O-])C=1C(=C2C(=NC1)C=CS2)N[C@@H]2CC[C@H](CC2)CO ({trans-4-[(6-Nitrothieno[3,2-b]pyridin-7-yl)amino]cyclohexyl}methanol). Reagents/catalysts: [Pd] (palladium on carbon). The solvent is CO (methanol). Conditions: time 1 hour. The product is NC=1C(=C2C(=NC1)C=CS2)N[C@@H]2CC[C@H](CC2)CO ({trans-4-[(6-Aminothieno[3,2-b]pyridin-7-yl)amino]cyclohexyl}methanol). The yield is 56.8%. As a reaction SMILES: [N+:1]([C:4]1[C:5]([NH:13][C@H:14]2[CH2:19][CH2:18][C@H:17]([CH2:20][OH:21])[CH2:16][CH2:15]2)=[C:6]2[S:12][CH:11]=[CH:10][C:7]2=[N:8][CH:9]=1)([O-])=O>[Pd].CO>[NH2:1][C:4]1[C:5]([NH:13][C@H:14]2[CH2:15][CH2:16][C@H:17]([CH2:20][OH:21])[CH2:18][CH2:19]2)=[C:6]2[S:12][CH:11]=[CH:10][C:7]2=[N:8][CH:9]=1. Procedure: A mixture of {trans-4-[(6-nitrothieno[3,2-b]pyridin-7-yl)amino]cyclohexyl}methanol (0.080 g, 0.26 mmol) (Example 2, Step 1) and 10% palladium on carbon (0.03 g) in methanol (3 mL) was hydrogenated under balloon pressure of H2 at room temperature for 1 h. The mixture was filtered. The filtrate was concentrated, diluted with dichloromethane, then dried over MgSO4, and concentrated. The residue was purified on silica gel (eluting with 10% MeOH in dichloromethane) to give the desired product (41 mg,...